Dataset: the Open Reaction Database (ORD), a public repository of structured organic reaction records. Task: describe an organic reaction: reactants, conditions, products, and yield Starting materials: C([O-])([O-])=O.[K+].[K+] (potassium carbonate), ClCC(=C)C (3-chloro-2-methylpropene), OC=1C=C(C(=O)OC)C=CC1OC (methyl 3-hydroxy-4-methoxybenzoate). Solvent: CN(C)C=O (DMF). Conditions: temperature 60 celsius, time 5 hour. Product: COC1=C(C=C(C(=O)OC)C=C1)OCC(=C)C (Methyl 4-methoxy-3-(2-methyl-2-propenyloxy)benzoate). RXN SMILES: [OH:1][C:2]1[CH:3]=[C:4]([CH:9]=[CH:10][C:11]=1[O:12][CH3:13])[C:5]([O:7][CH3:8])=[O:6].C(=O)([O-])[O-].[K+].[K+].Cl[CH2:21][C:22]([CH3:24])=[CH2:23]>CN(C=O)C>[CH3:13][O:12][C:11]1[CH:10]=[CH:9][C:4]([C:5]([O:7][CH3:8])=[O:6])=[CH:3][C:2]=1[O:1][CH2:23][C:22]([CH3:24])=[CH2:21] |f:1.2.3|. Reported procedure: 22 g of methyl 3-hydroxy-4-methoxybenzoate are dissolved in 200 ml of anhydrous DMF and 41 g of ground potassium carbonate and 14.7 ml of 3-chloro-2-methylpropene are then added. The mixture is stirred at 60° C. for 5 h. After cooling, the precipitate is filtered off with suction, water is added to the filtrate and it is then extracted 3 times with ethyl acetate. The residue which remains after concentrating the extracts is crystallized using petroleum ether. 21 g of the title compound of m.p. 6... Starting materials: C(C)OC(=O)C=1C(C=2C=C3C(=NC2N(C1)C)C=C(C(=C3)F)N3CC(NCC3)C=3OC=CC3)=O ((RS)-3-ethoxycarbonyl-7-fluoro-8-[3-(2-furyl)-1-piperazinyl]-1-methyl-4-oxo-1,4-dihydrobenzo[b][1,8]naphthyridine), O (water), aqueous solution, CS(=O)(=O)O (methanesulphonic acid). Solvent: [OH-].[K+] (potassium hydroxide), C(C)O (ethanol). Run at temperature 80 celsius. The product is FC1=CC=2C(=NC=3N(C=C(C(C3C2)=O)C(=O)O)C)C=C1N1CC(NCC1)C=1OC=CC1 ((RS)-7-Fluoro-8-[3-(2-furyl)-1-piperazinyl]-1-methyl-4-oxo-1,4-dihydrobenzo[b][1,8]naphthyridine-3-carboxylic acid). Isolated yield 46.8%. RXN SMILES: C([O:3][C:4]([C:6]1[C:7](=[O:33])[C:8]2[CH:9]=[C:10]3[CH:20]=[C:19]([F:21])[C:18]([N:22]4[CH2:27][CH2:26][NH:25][CH:24]([C:28]5[O:29][CH:30]=[CH:31][CH:32]=5)[CH2:23]4)=[CH:17][C:11]3=[N:12][C:13]=2[N:14]([CH3:16])[CH:15]=1)=[O:5])C.CS(O)(=O)=O.O>[OH-].[K+].C(O)C>[F:21][C:19]1[C:18]([N:22]2[CH2:27][CH2:26][NH:25][CH:24]([C:28]3[O:29][CH:30]=[CH:31][CH:32]=3)[CH2:23]2)=[CH:17][C:11]2=[N:12][C:13]3[N:14]([CH3:16])[CH:15]=[C:6]([C:4]([OH:5])=[O:3])[C:7](=[O:33])[C:8]=3[CH:9]=[C:10]2[CH:20]=1 |f:3.4|. Procedure: A suspension of (RS)-3-ethoxycarbonyl-7-fluoro-8-[3-(2-furyl)-1-piperazinyl]-1-methyl-4-oxo-1,4-dihydrobenzo[b][1,8]naphthyridine (1.3 g) in 0.5 N aqueous potassium hydroxide (12 cc) and ethanol (12 cc) is heated for 1 hour to a temperature in the region of 80° C. and then treated at the same temperature with an N aqueous solution (6 cc) of methanesulphonic acid. After cooling to approximately 20° C., the insoluble water is drained, washed with water (3×10 cc), ethanol (3×10 cc) and ethyl ether ... The reactants are C=CC1=CC=CC=C1 (styrene), C(=C)C1=C(C=CC=C1)C=C (divinylbenzene), C(C1=CC=CC=C1)(=O)OOC(C1=CC=CC=C1)=O (benzoyl peroxide). The solvent is C1(=CC=CC=C1)C (toluene), CCCCCCCC (n-octane). Run at time 30 minute. Yields the product C(=C)C1=C(C=CC=C1)C=C.C=CC1=CC=CC=C1 (Styrene-divinylbenzene). As a reaction SMILES: [CH2:1]=[CH:2][C:3]1[CH:8]=[CH:7][CH:6]=[CH:5][CH:4]=1.[CH:9]([C:11]1[CH:16]=[CH:15][CH:14]=[CH:13][C:12]=1[CH:17]=[CH2:18])=[CH2:10].C(OOC(=O)C1C=CC=CC=1)(=O)C1C=CC=CC=1>C1(C)C=CC=CC=1.CCCCCCCC>[CH:9]([C:11]1[CH:16]=[CH:15][CH:14]=[CH:13][C:12]=1[CH:17]=[CH2:18])=[CH2:10].[CH2:1]=[CH:2][C:3]1[CH:8]=[CH:7][CH:6]=[CH:5][CH:4]=1 |f:5.6|. Procedure details: It is stirred at room temperature for 30 minutes and then is introduced the monomer system prepared separately consisting of g 100 of styrene, g 67.5 of divinylbenzene (50%) in toluene (225 ml) and n-octane (75 ml) containing 3 g of benzoyl peroxide. The polymerization is carried out by stirring (350 rpm) for 10 hours at 80° C. Reactants: C(#N)CC(=O)N1CC(CCC1)NC(=O)NC=1N=C2C(=NC1)N(C=C2)COCC[Si](C)(C)C (1-[1-(2-cyano-acetyl)-piperidin-3-yl]-3-[5-(2-trimethylsilanyl-ethoxymethyl)-5H-pyrrolo[2,3-b]pyrazin-2-yl]-urea), F[B-](F)(F)F.[Li+] (lithium tetrafluoroborate), C(CN)N (ethylenediamine). The solvent is 9/1, O (H2O), C(C)#N (acetonitrile), 9/1, O (H2O), C(C)#N (acetonitrile). Conditions: temperature 85 celsius, time 24 hour. Product: C(#N)CC(=O)N1CC(CCC1)NC(=O)NC=1N=C2C(=NC1)NC=C2 (1-[1-(2-cyano-acetyl)-piperidin-3-yl]-3-(5H-pyrrolo[2,3-b]pyrazin-2-yl)-urea). Isolated yield 14.0%. Reaction SMILES: [C:1]([CH2:3][C:4]([N:6]1[CH2:11][CH2:10][CH2:9][CH:8]([NH:12][C:13]([NH:15][C:16]2[N:17]=[C:18]3[CH:24]=[CH:23][N:22](COCC[Si](C)(C)C)[C:19]3=[N:20][CH:21]=2)=[O:14])[CH2:7]1)=[O:5])#[N:2].F[B-](F)(F)F.[Li+].C(N)CN>O.C(#N)C>[C:1]([CH2:3][C:4]([N:6]1[CH2:11][CH2:10][CH2:9][CH:8]([NH:12][C:13]([NH:15][C:16]2[N:17]=[C:18]3[CH:24]=[CH:23][NH:22][C:19]3=[N:20][CH:21]=2)=[O:14])[CH2:7]1)=[O:5])#[N:2] |f:1.2|. Procedure: A mixture of 1-[1-(2-cyano-acetyl)-piperidin-3-yl]-3-[5-(2-trimethylsilanyl-ethoxymethyl)-5H-pyrrolo[2,3-b]pyrazin-2-yl]-urea (0.09 g, 0.197 mmol) and lithium tetrafluoroborate (0.184 g, 1.967 mmol) in 2 mL of a 9/1 mixture of acetonitrile and H2O was stirred at 85° C. for 24 hours before being cooled to RT (almost no solvent left). The reaction mixture was diluted in 2 mL of a 9/1 mixture of acetonitrile and H2O, ethylenediamine (0.066 mL, 0.983 mmol) was added and the resulting mixture was sti... Reactants: ClC1=NC=C(C=C1)C(F)(F)F (2-chloro-5-trifluoromethylpyridine), CN1C(CCC1)=O (N-methylpyrrolidone), CN (methylamine). The solvent is O (Water). Conditions: time 3 hour. The product is CNC1=NC=C(C=C1)C(F)(F)F (N-methyl-(5-trifluoromethyl-pyridin-2-yl)-amine). Reaction SMILES: Cl[C:2]1[CH:7]=[CH:6][C:5]([C:8]([F:11])([F:10])[F:9])=[CH:4][N:3]=1.[CH3:12][N:13]1CCCC1=O.CN>O>[CH3:12][NH:13][C:2]1[CH:7]=[CH:6][C:5]([C:8]([F:11])([F:10])[F:9])=[CH:4][N:3]=1. Procedure: To a mixture of 2-chloro-5-trifluoromethylpyridine (18.2) and N-methylpyrrolidone (100 ml), 40% of aqueous methylamine solution (23.3 g) was added, and stirred at room temperature for 3 hours. Water was poured thereinto, and extracted with ethyl acetate 3 times. The combined organic layer was dried over magnesium sulfate, and concentrated under reduced pressure. The residue was subjected to silica gel column chromatography to give 17.3 g of N-methyl-(5-trifluoromethyl-pyridin-2-yl)-amine. Reactants: BrC=1C=C(C=CC1)O (3-bromophenol), BrCCCBr (1,3-dibromopropane), C([O-])([O-])=O.[K+].[K+] (potassium carbonate). Run in CC(=O)C (acetone). The product is BrCCCOC=1C=C(C=CC1)Br (3-(3-bromopropoxy)bromobenzene). Yield: 57.5%. Reaction SMILES: [Br:1][C:2]1[CH:3]=[C:4]([OH:8])[CH:5]=[CH:6][CH:7]=1.[Br:9][CH2:10][CH2:11][CH2:12]Br.C(=O)([O-])[O-].[K+].[K+]>CC(C)=O>[Br:9][CH2:10][CH2:11][CH2:12][O:8][C:4]1[CH:3]=[C:2]([Br:1])[CH:7]=[CH:6][CH:5]=1 |f:2.3.4|. Procedure: A mixture of 5.0 g (0.029 mol) of 3-bromophenol, 29 ml (0.29 mol) of 1,3-dibromopropane and 12 g (0.087 mol) of potassium carbonate in 75 ml of acetone was stirred at reflux for 22 ours. The reaction mixture was filtered and the filtrate was concentrated at reduced pressure. The residue was purified by HPLC using 3% ethyl acetate-hexane to give 4.9 g (58% yield) of 3-(3-bromopropoxy)bromobenzene. The structure was confirmed by the nmr spectrum. Starting materials: ClC1=C(C=CC=C1)C1=C(C=NC2=C(C=C(C=C12)C)C)C(=O)OC (methyl 4-(2-chlorophenyl)-6,8-dimehtyl-3-quinolinecarboxylate), [OH-].[K+] (potassium hydroxide), C(C)O (ethanol), Cl (hydrochloric acid). Solvent: O (water). Product: ClC1=C(C=CC=C1)C1=C(C=NC2=C(C=C(C=C12)C)C)C(=O)O (4-(2-chlorophenyl)-6,8-dimethyl-3-quinolinecarboxylic acid). Yield: 96.0%. Reaction SMILES: [Cl:1][C:2]1[CH:7]=[CH:6][CH:5]=[CH:4][C:3]=1[C:8]1[C:17]2[C:12](=[C:13]([CH3:19])[CH:14]=[C:15]([CH3:18])[CH:16]=2)[N:11]=[CH:10][C:9]=1[C:20]([O:22]C)=[O:21].[OH-].[K+].C(O)C.Cl>O>[Cl:1][C:2]1[CH:7]=[CH:6][CH:5]=[CH:4][C:3]=1[C:8]1[C:17]2[C:12](=[C:13]([CH3:19])[CH:14]=[C:15]([CH3:18])[CH:16]=2)[N:11]=[CH:10][C:9]=1[C:20]([OH:22])=[O:21] |f:1.2|. Procedure: A mixture of methyl 4-(2-chlorophenyl)-6,8-dimehtyl-3-quinolinecarboxylate (0.98 g), potassium hydroxide (0.5 g) and 80% ethanol (10 ml) was refluxed for 15 mins. The mixture was diluted with water and acidified with hydrochloric acid to give 4-(2-chlorophenyl)-6,8-dimethyl-3-quinolinecarboxylic acid as crystals (0.90 g, 96.8%), which was recrystallized from ethanol as colorless prisms. m.p. 234°-235° C.